This data is from the Open Reaction Database (ORD), a public repository of structured organic reaction records. The task is: describe an organic reaction: reactants, conditions, products, and yield Starting materials: CCOCC, COC(=O)c1ccc(CS(C)(=O)=O)s1, CC(C)(C)[O-], CS(=O)(=O)Cl, O=C1CN(C(c2ccc(Cl)cc2)c2ccc(Cl)cc2)C1, [K+], C1CCOC1, O. Product: COC(=O)c1ccc(CS(=O)(=O)C=C2CN(C(c3ccc(Cl)cc3)c3ccc(Cl)cc3)C2)s1. RXN SMILES: [CH2:51]([O:52][CH2:53][CH3:54])[CH3:55].[CH3:1][S:2](=[O:3])(=[O:4])[CH2:5][c:6]1[cH:7][cH:8][c:9]([C:11](=[O:12])[O:13][CH3:14])[s:10]1.[CH3:35][C:36]([CH3:37])([O-:38])[CH3:39].[CH3:41][S:42]([Cl:43])(=[O:44])=[O:45].[Cl:15][c:16]1[cH:17][cH:18][c:19]([CH:22]([N:23]2[CH2:24][C:25](=[O:27])[CH2:26]2)[c:28]2[cH:29][cH:30][c:31]([Cl:34])[cH:32][cH:33]2)[cH:20][cH:21]1.[K+:40].[O:46]1[CH2:47][CH2:48][CH2:49][CH2:50]1.[OH2:56]>>[CH:1]([S:2](=[O:3])(=[O:4])[CH2:5][c:6]1[cH:7][cH:8][c:9]([C:11](=[O:12])[O:13][CH3:14])[s:10]1)=[C:25]1[CH2:24][N:23]([CH:22]([c:19]2[cH:18][cH:17][c:16]([Cl:15])[cH:21][cH:20]2)[c:28]2[cH:29][cH:30][c:31]([Cl:34])[cH:32][cH:33]2)[CH2:26]1. Starting materials: BrC1=C(C=CC=C1)CC(=O)OC (methyl 2-bromophenylacetate), C(C)(=O)OCC (ethyl acetate), oil, [H-].[Na+] (sodium hydride), ClC1=C(C=CC(=C1)C)O (2-chloro-4-methylphenol). The solvent is CN(C)C=O (DMF), CN(C)C=O (DMF). Reaction conditions: time 10 minute. Yields the product ClC1=C(OC(C(=O)OC)C2=CC=CC=C2)C=CC(=C1)C (Methyl 2-(2-Chloro-4-Methylphenoxy)-2-Phenylacetate). Isolated yield 83.1%. RXN SMILES: [H-].[Na+].[Cl:3][C:4]1[CH:9]=[C:8]([CH3:10])[CH:7]=[CH:6][C:5]=1[OH:11].Br[C:13]1[CH:18]=[CH:17][CH:16]=[CH:15][C:14]=1[CH2:19][C:20]([O:22][CH3:23])=[O:21].C(OCC)(=O)C>CN(C=O)C>[Cl:3][C:4]1[CH:9]=[C:8]([CH3:10])[CH:7]=[CH:6][C:5]=1[O:11][CH:19]([C:14]1[CH:15]=[CH:16][CH:17]=[CH:18][CH:13]=1)[C:20]([O:22][CH3:23])=[O:21] |f:0.1|. Reported procedure: To a suspension of 0.282 g (7.04 mmol) of a 60% oil dispersion of sodium hydride in DMF was added 1.00 g (7.04 mmol) of 2-chloro-4-methylphenol and the mixture was stirred under an N2 atmosphere at room temperature. After 10 minutes, a solution of 1.94 g (8.45 mmol) of methyl 2-bromophenylacetate dissolved in 10 mL of DMF was added and the reaction was stirred an additional 1.5 hours. The reaction was then diluted into ethyl acetate, washed with water, dried (MgSO4), filtered and evaporated. The... Product: CC(C)(O)c1ccc(Oc2ccc(Br)cc2)cc1. As a reaction SMILES: [Br-:1].[Br:4][c:5]1[cH:6][cH:7][c:8]([O:9][c:10]2[cH:11][cH:12][c:13]([C:16]([CH3:17])=[O:18])[cH:14][cH:15]2)[cH:19][cH:20]1.[CH2:21]1[O:22][CH2:23][CH2:24][CH2:25]1.[CH3:2][Mg+:3]>>[CH3:2][C:16]([c:13]1[cH:12][cH:11][c:10]([O:9][c:8]2[cH:7][cH:6][c:5]([Br:4])[cH:20][cH:19]2)[cH:15][cH:14]1)([CH3:17])[OH:18]. Reactants: [Br-], CC(=O)c1ccc(Oc2ccc(Br)cc2)cc1, C1CCOC1, C[Mg+]. Reactants: O.C1(=CC=C(C=C1)S(=O)(=O)O)C (ρ-toluenesulfonic acid monohydrate), CSC1=CC=C(C(C2=CC=CC=C2)O)C=C1 (4-methylthiobenzhydrol), C(CS)(=O)OC (methyl thioglycolate). Run in C1(=CC=CC=C1)C (toluene), C(C)(=O)OCC (ethyl acetate). Run at time 2 hour. The product is CSC1=CC=C(C=C1)C(SCC(=O)OC)C1=CC=CC=C1 (methyl [[(4-methylthiophenyl)phenylmethyl]thio]acetate). Isolated yield 55.6%. As a reaction SMILES: O.C1(C)C=CC(S(O)(=O)=O)=CC=1.[CH3:13][S:14][C:15]1[CH:28]=[CH:27][C:18]([CH:19](O)[C:20]2[CH:25]=[CH:24][CH:23]=[CH:22][CH:21]=2)=[CH:17][CH:16]=1.[C:29]([O:33][CH3:34])(=[O:32])[CH2:30][SH:31]>C1(C)C=CC=CC=1.C(OCC)(=O)C>[CH3:13][S:14][C:15]1[CH:28]=[CH:27][C:18]([CH:19]([C:20]2[CH:25]=[CH:24][CH:23]=[CH:22][CH:21]=2)[S:31][CH2:30][C:29]([O:33][CH3:34])=[O:32])=[CH:17][CH:16]=1 |f:0.1|. Reported procedure: To a solution of ρ-toluenesulfonic acid monohydrate (50 mg, 0.3 mmol) in 10 mL of toluene, which contains 300-500 mg of activated 3 Å molecular sieves, is added 4-methylthiobenzhydrol (0.30 g, 1.3 mmol) and methyl thioglycolate (140 μL, 1.6 mmol), and the reaction is stirred for 2 hours. The reaction is diluted with ethyl acetate and washed with a saturated solution of sodium bicarbonate, water, followed by brine. The organic phase is dried over magnesium sulfate, filtered, and concentrated in v... The reactants are CC(C)(C)OC(=O)NCCOCCOS(C)(=O)=O, CN(C)C=O, [N-]=[N+]=[N-], [Na+], O. The product is CC(C)(C)OC(=O)NCCOCCN=[N+]=[N-]. RXN SMILES: [CH3:1][S:2]([O:3][CH2:6][CH2:7][O:8][CH2:9][CH2:10][NH:11][C:12](=[O:13])[O:14][C:15]([CH3:16])([CH3:17])[CH3:18])(=[O:4])=[O:5].[CH3:24][N:25]([CH3:26])[CH:27]=[O:28].[N-:19]=[N+:20]=[N-:21].[Na+:22].[OH2:23]>>[CH2:6]([CH2:7][O:8][CH2:9][CH2:10][NH:11][C:12](=[O:13])[O:14][C:15]([CH3:16])([CH3:17])[CH3:18])[N:19]=[N+:20]=[N-:21]. Reaction SMILES: [CH3:1][O:2][C:3](=[O:24])[CH2:4][C:5]1[C:13]2[C:8](=[CH:9][C:10]([Cl:14])=[CH:11][CH:12]=2)[NH:7][C:6]=1[C:15](=[O:23])[C:16]1[CH:21]=[CH:20][C:19](Br)=[CH:18][CH:17]=1.[O:25]1[CH:29]=[CH:28][CH:27]=[C:26]1B(O)O>>[CH3:1][O:2][C:3](=[O:24])[CH2:4][C:5]1[C:13]2[C:8](=[CH:9][C:10]([Cl:14])=[CH:11][CH:12]=2)[NH:7][C:6]=1[C:15](=[O:23])[C:16]1[CH:21]=[CH:20][C:19]([C:26]2[O:25][CH:29]=[CH:28][CH:27]=2)=[CH:18][CH:17]=1. Procedure details: The title compound was prepared according to the procedure described in Example 207 from methyl[6-chloro-2-(4-bromobenzoyl)-1H-indol-3-yl]acetate (Example 206) and furan-2-boronic acid. Reactants: COC(CC1=C(NC2=CC(=CC=C12)Cl)C(C1=CC=C(C=C1)Br)=O)=O (methyl[6-chloro-2-(4-bromobenzoyl)-1H-indol-3-yl]acetate), O1C(=CC=C1)B(O)O (furan-2-boronic acid). Product: COC(CC1=C(NC2=CC(=CC=C12)Cl)C(C1=CC=C(C=C1)C=1OC=CC1)=O)=O (Methyl[6-chloro-2-[4-(2-furyl)benzoyl]-1H-indol-3-yl]acetate). Starting materials: COc1ccc(Cn2c(C)c(Br)c3cnnc(OCc4ccccc4)c32)cc1, [Li]CCCC, CN(C)C=O, CCCCCC, C1CCOC1. The product is COc1ccc(Cn2c(C)c(C=O)c3cnnc(OCc4ccccc4)c32)cc1. As a reaction SMILES: [CH2:1]([c:2]1[cH:3][cH:4][cH:5][cH:6][cH:7]1)[O:8][c:9]1[n:10][n:11][cH:12][c:13]2[c:14]1[n:15]([CH2:20][c:21]1[cH:22][cH:23][c:24]([O:27][CH3:28])[cH:25][cH:26]1)[c:16]([CH3:19])[c:17]2[Br:18].[CH2:29]([Li:30])[CH2:31][CH2:32][CH3:33].[CH3:34][N:35]([CH:36]=[O:37])[CH3:38].[CH3:39][CH2:40][CH2:41][CH2:42][CH2:43][CH3:44].[O:45]1[CH2:46][CH2:47][CH2:48][CH2:49]1>>[CH2:1]([c:2]1[cH:3][cH:4][cH:5][cH:6][cH:7]1)[O:8][c:9]1[n:10][n:11][cH:12][c:13]2[c:14]1[n:15]([CH2:20][c:21]1[cH:22][cH:23][c:24]([O:27][CH3:28])[cH:25][cH:26]1)[c:16]([CH3:19])[c:17]2[CH:36]=[O:37].